The task is: describe an organic reaction: reactants, conditions, products, and yield. This data is from the Open Reaction Database (ORD), a public repository of structured organic reaction records. Product: O=S1(=O)N=C2CCCN2c2ccc(O)cc21. Starting materials: BrB(Br)Br, ClCCl, COc1ccc2c(c1)S(=O)(=O)N=C1CCCN12, O. As a reaction SMILES: [B:1]([Br:2])([Br:3])[Br:4].[CH2:23]([Cl:24])[Cl:25].[CH3:5][O:6][c:7]1[cH:8][c:9]2[c:10]([cH:20][cH:21]1)[N:11]1[C:12](=[N:13][S:14]2(=[O:15])=[O:16])[CH2:17][CH2:18][CH2:19]1.[OH2:22]>>[OH:6][c:7]1[cH:8][c:9]2[c:10]([cH:20][cH:21]1)[N:11]1[C:12](=[N:13][S:14]2(=[O:15])=[O:16])[CH2:17][CH2:18][CH2:19]1. Starting materials: C(#C)C1=CC(=NC=C1)C1=C(C=CC(=C1)N1CCCCC1)[N+](=O)[O-] (4-ethynyl-2-(2-nitro-5-(piperidin-1-yl)phenyl)pyridine), C(C1=CC=CC=C1)N=[N+]=[N-] (benzyl azide), O=C1C(O)=C([O-])[C@H](O1)[C@@H](O)CO.[Na+] (sodium ascorbate), C(C)(C)(C)O (tert-butanol). Reagents/catalysts: [O-]S(=O)(=O)[O-].[Cu+2] (CuSO4). Run in O (water). The product is C(C1=CC=CC=C1)N1N=NC(=C1)C1=CC(=NC=C1)C1=C(C=CC(=C1)N1CCCCC1)[N+](=O)[O-] (4-(1-benzyl-1H-1,2,3-triazol-4-yl)-2-(2-nitro-5-(piperidin-1-yl)phenyl)-pyridine). As a reaction SMILES: [C:1]([C:3]1[CH:8]=[CH:7][N:6]=[C:5]([C:9]2[CH:14]=[C:13]([N:15]3[CH2:20][CH2:19][CH2:18][CH2:17][CH2:16]3)[CH:12]=[CH:11][C:10]=2[N+:21]([O-:23])=[O:22])[CH:4]=1)#[CH:2].[CH2:24]([N:31]=[N+:32]=[N-:33])[C:25]1[CH:30]=[CH:29][CH:28]=[CH:27][CH:26]=1.O=C1O[C@H]([C@H](CO)O)C([O-])=C1O.[Na+].C(O)(C)(C)C>[O-]S([O-])(=O)=O.[Cu+2].O>[CH2:24]([N:31]1[CH:2]=[C:1]([C:3]2[CH:8]=[CH:7][N:6]=[C:5]([C:9]3[CH:14]=[C:13]([N:15]4[CH2:16][CH2:17][CH2:18][CH2:19][CH2:20]4)[CH:12]=[CH:11][C:10]=3[N+:21]([O-:23])=[O:22])[CH:4]=2)[N:33]=[N:32]1)[C:25]1[CH:30]=[CH:29][CH:28]=[CH:27][CH:26]=1 |f:2.3,5.6|. Procedure: A solution of 50 mg of 4-ethynyl-2-(2-nitro-5-(piperidin-1-yl)phenyl)pyridine, 20 μL of benzyl azide, 16.3 μL of 1 M aqueous sodium ascorbate solution, 5.4 μL of 0.3 M CuSO4 solution, 326 μL of tert-butanol, and 326 μL of water was stirred for 2 days and then the solvent was evaporated at reduced pressure. The residue was dissolved in dichloromethane. The solution was washed with water and dried. The solvent was evaporated at reduced pressure and the residue was chromatographed on silica gel elu... Starting materials: COC1=CC=C2C(CCC2=C1)CCN (N-[2-(2-,3-dihydro-6-methoxy-1H-inden-3-yl)ethyl]amine), CCCC(=O)Cl (n-butyryl chloride), C(CCC)(=O)N (butanamide), 276m/e, C([C@H](O)[C@@H](O)C(=O)O)(=O)O (L-tartaric acid), amine, [K+].[Br-] (KBr). Solvent: C(Cl)(Cl)Cl (CHCl3). Yields the product COC1=CC=C2C(CCC2=C1)CCNC(CCC)=O ((+)-N-[2-(2,3-dihydro-6-methoxy-1H-inden-3-yl)ethyl]-butanamide). Reaction SMILES: [CH3:1][O:2][C:3]1[CH:11]=[C:10]2[C:6]([CH:7]([CH2:12][CH2:13][NH2:14])[CH2:8][CH2:9]2)=[CH:5][CH:4]=1.[C:15](O)(=O)[C@@H:16]([C@H:18]([C:20](O)=[O:21])O)O.C(N)(=O)CCC.CCCC(Cl)=O.[K+].[Br-]>C(Cl)(Cl)Cl>[CH3:1][O:2][C:3]1[CH:11]=[C:10]2[C:6]([CH:7]([CH2:12][CH2:13][NH:14][C:20](=[O:21])[CH2:18][CH2:16][CH3:15])[CH2:8][CH2:9]2)=[CH:5][CH:4]=1 |f:4.5|. Procedure details: N-[2-(2-,3-dihydro-6-methoxy-1H-inden-3-yl)ethyl]amine was resolved according to the procedure described using L-tartaric acid and was shown to have an enantiomeric excess of ≤90 by 1H NMR. The amine was then converted to the butanamide using n-butyryl chloride according to General Procedure A. m.p. 79°-80° C.; 1H NMR (300 MHz, CDCl3) δ7.08 (d, J=8Hz, 1H), 6.72-6.67 (M, 2H), 5.57 (bs, 1H), 3.76 (s, 3H), 3.86-3.66 (bm, 2H), 3.08 (bm, 1H), 2.89-2.69 (bm, 2H), 2.35-2.27 (m, 1H), 2.13 (t, J=7.5 Hz, ... The reactants are Brc1cccc(Br)c1, [Li]CCCC, CSc1ccc(C(C)=O)cc1, C1CCOC1. The product is C=C(c1ccc(SC)cc1)c1cccc(Br)c1. Reaction SMILES: [Br:6][c:7]1[cH:8][cH:9][cH:10][c:11]([Br:12])[cH:13]1.[CH2:1]([Li:2])[CH2:3][CH2:4][CH3:5].[CH3:14][S:15][c:16]1[cH:17][cH:18][c:19]([C:22]([CH3:23])=[O:24])[cH:20][cH:21]1.[O:25]1[CH2:26][CH2:27][CH2:28][CH2:29]1>>[c:7]1([C:22]([c:19]2[cH:18][cH:17][c:16]([S:15][CH3:14])[cH:21][cH:20]2)=[CH2:23])[cH:8][cH:9][cH:10][c:11]([Br:12])[cH:13]1. Starting materials: Cl.Cl.CNC1=C(C=CC=C1)N (N-methyl-o-phenylenediamine dihydrochloride), C(#N)NC(=N)N (cyanoguanidine), [OH-].[Na+] (sodium hydroxide). Run in O (water). Yields the product Cl.Cl.N(C(=N)N)C1=NC2=C(N1C)C=CC=C2 (2-guanidino-1-methylbenzimidazole dihydrochloride). Yield: 42.0%. As a reaction SMILES: [ClH:1].Cl.[CH3:3][NH:4][C:5]1[CH:10]=[CH:9][CH:8]=[CH:7][C:6]=1N.[C:12]([NH:14][C:15]([NH2:17])=[NH:16])#[N:13].[OH-].[Na+]>O>[ClH:1].[ClH:1].[NH:14]([C:12]1[N:4]([CH3:3])[C:5]2[CH:10]=[CH:9][CH:8]=[CH:7][C:6]=2[N:13]=1)[C:15]([NH2:17])=[NH:16] |f:0.1.2,4.5,7.8.9|. Reported procedure: A mixture of N-methyl-o-phenylenediamine dihydrochloride (10.80g. 0.005 mol) and cyanoguanidine (9.30g, 0.11 mol) was heated under reflux in water (80 ml) for 21/2 hours. The reaction mixture was cooled, basified with excess 40% sodium hydroxide, and the resulting precipitate filtered, washed with water and dried in vacuo. (7.19g; m.p. 142°-146°C). This was dissolved in excess dilute hydrochloric acid and evaporated in vacuo. The crude hydrochloride was recrystallised from ethanol/ether to yield... The reactants are OC1=CC=C(C=C1)C(C)=O (p-hydroxyacetophenone), C1CCOC1 (THF), CC(C)(C)[O-].[K+] (t-BuOK), C1(CCCCC1)S(=O)(=O)C1=NC=C(C=C1)S(=O)(=O)C1CCCCC1 (2,5-bis(cyclohexylsulfonyl)pyridine). Solvent: O (water). Yields the product C1(CCCCC1)S(=O)(=O)C=1C=CC(=NC1)OC1=CC=C(C=C1)C(C)=O (1-(4-((5-(cyclohexylsulfonyl)-2-pyridinyl)oxy)phenyl)ethanone). Isolated yield 31.0%. As a reaction SMILES: [OH:1][C:2]1[CH:7]=[CH:6][C:5]([C:8](=[O:10])[CH3:9])=[CH:4][CH:3]=1.C1COCC1.CC([O-])(C)C.[K+].C1(S([C:31]2[CH:36]=[CH:35][C:34]([S:37]([CH:40]3[CH2:45][CH2:44][CH2:43][CH2:42][CH2:41]3)(=[O:39])=[O:38])=[CH:33][N:32]=2)(=O)=O)CCCCC1>O>[CH:40]1([S:37]([C:34]2[CH:35]=[CH:36][C:31]([O:1][C:2]3[CH:7]=[CH:6][C:5]([C:8](=[O:10])[CH3:9])=[CH:4][CH:3]=3)=[N:32][CH:33]=2)(=[O:39])=[O:38])[CH2:41][CH2:42][CH2:43][CH2:44][CH2:45]1 |f:2.3|. Procedure: To 3.68 g of p-hydroxyacetophenone in a 25 ml THF/25 ml DMSO mixture was added 3.2 g of t-BuOK and then 10.03 g of 2,5-bis(cyclohexylsulfonyl)pyridine, and the resulting mixture was heated at 62° C. for 11/2 hrs. The reaction mixture was cooled overnight, then added to 4 volumes of water and the crude product which formed recovered by filtration. Recrystallization of the crude product from CH2Cl2 /ethanol gave the product, 1-(4-((5-(cyclohexylsulfonyl)-2-pyridinyl)oxy)phenyl)ethanone, (31% yield...